This data is from the Open Reaction Database (ORD), a public repository of structured organic reaction records. The task is: describe an organic reaction: reactants, conditions, products, and yield The reactants are ClC(=CCCCCCCl)F (1,7-dichloro-1-fluoro-hept-1-ene), C(C1=CC=CC=C1)S (benzylmercaptan), [H-].[Na+] (NaH). Product: ClC(=CCCCCCSCC1=CC=CC=C1)F (1-chloro-1-fluoro-7-benzylthio-hept-1-ene). Procedure details: Operating as described in Example 10, from 3 g of 1,7-dichloro-1-fluoro-hept-1-ene, 2.14 g of benzylmercaptan, 0.7 g of NaH (at 55% concentration in paraffin oil) and 30 ml of N,N-dimethylformamide there were obtained 2.8 g of product which was purified in a chromatography column. Yield: 63.3%. The solvent is CN(C=O)C (N,N-dimethylformamide). Reaction SMILES: [Cl:1][C:2]([F:10])=[CH:3][CH2:4][CH2:5][CH2:6][CH2:7][CH2:8]Cl.[CH2:11]([SH:18])[C:12]1[CH:17]=[CH:16][CH:15]=[CH:14][CH:13]=1.[H-].[Na+]>CN(C)C=O>[Cl:1][C:2]([F:10])=[CH:3][CH2:4][CH2:5][CH2:6][CH2:7][CH2:8][S:18][CH2:11][C:12]1[CH:17]=[CH:16][CH:15]=[CH:14][CH:13]=1 |f:2.3|. Reactants: Br.C1(CC1)N1C=C(C(C2=CC(=C(C=C12)C=1C=C2CNCC2=CC1)F)=O)C(=O)O (1-cyclopropyl-6-fluoro-7-(isoindolin-5-yl)-1,4-dihydro-4-oxoquinoline-3-carboxylic acid hydrobromide), C(O)([O-])=O.[Na+] (sodium hydrogencarbonate), C=O (formalin), O (water). The solvent is C(=O)O (formic acid). Product: C1(CC1)N1C=C(C(C2=CC(=C(C=C12)C=1C=C2CN(CC2=CC1)C)F)=O)C(=O)O (1-cyclopropyl-6-fluoro-7-(2-methylisoindolin-5-yl)-1,4-dihydro-4-oxoquinoline-3-carboxylic acid). Reaction SMILES: Br.[CH:2]1([N:5]2[C:14]3[C:9](=[CH:10][C:11]([F:24])=[C:12]([C:15]4[CH:16]=[C:17]5[C:21](=[CH:22][CH:23]=4)[CH2:20][NH:19][CH2:18]5)[CH:13]=3)[C:8](=[O:25])[C:7]([C:26]([OH:28])=[O:27])=[CH:6]2)[CH2:4][CH2:3]1.C=O.O.[C:32](=O)([O-])O.[Na+]>C(O)=O>[CH:2]1([N:5]2[C:14]3[C:9](=[CH:10][C:11]([F:24])=[C:12]([C:15]4[CH:16]=[C:17]5[C:21](=[CH:22][CH:23]=4)[CH2:20][N:19]([CH3:32])[CH2:18]5)[CH:13]=3)[C:8](=[O:25])[C:7]([C:26]([OH:28])=[O:27])=[CH:6]2)[CH2:3][CH2:4]1 |f:0.1,4.5|. Procedure details: In 0.50 ml of formic acid was suspended 50 mg of 1-cyclopropyl-6-fluoro-7-(isoindolin-5-yl)-1,4-dihydro-4-oxoquinoline-3-carboxylic acid hydrobromide, and 27 mg of formalin was added to the suspension, after which the mixture was heated under reflux for two hours. The solvent was then removed by distillation under reduced pressure. To the residue obtained was added 5 ml of water and the pH was adjusted to 7 with a saturated aqueous sodium hydrogencarbonate solution, after which the resulting mix... Starting materials: C1(=CC=CC=C1)[As](C1=CC=CC=C1)C1=CC=CC=C1 (triphenylarsine), C1(=CC=C(C=C1)S(=O)(=O)OC)C (methyl p-toluenesulfonate). Run at time 1 hour. Product: C1(=CC=C(C=C1)S(=O)(=O)[O-])C.C[As+](C1=CC=CC=C1)(C1=CC=CC=C1)C1=CC=CC=C1 (Methyltriphenylarsonium p-toluenesulfonate). RXN SMILES: [C:1]1([As:7]([C:14]2[CH:19]=[CH:18][CH:17]=[CH:16][CH:15]=2)[C:8]2[CH:13]=[CH:12][CH:11]=[CH:10][CH:9]=2)[CH:6]=[CH:5][CH:4]=[CH:3][CH:2]=1.[C:20]1([CH3:31])[CH:25]=[CH:24][C:23]([S:26]([O:29]C)(=[O:28])=[O:27])=[CH:22][CH:21]=1>>[C:20]1([CH3:31])[CH:21]=[CH:22][C:23]([S:26]([O-:29])(=[O:27])=[O:28])=[CH:24][CH:25]=1.[CH3:20][As+:7]([C:1]1[CH:2]=[CH:3][CH:4]=[CH:5][CH:6]=1)([C:8]1[CH:13]=[CH:12][CH:11]=[CH:10][CH:9]=1)[C:14]1[CH:15]=[CH:16][CH:17]=[CH:18][CH:19]=1 |f:2.3|. Procedure: A mixture of 50.0 g (0.1632 mol) of triphenylarsine and 30.4 g (0.1632 mol) of methyl p-toluenesulfonate was heated in a 125°-145° C. bath under nitrogen with stirring for 1 hr and cooled. The glassy solid was crystallized by treatment with ether, collected and dried. Starting materials: CC(C)OC(=O)N1CCC(COc2ccc(Br)cc2)CC1, O=C([O-])[O-], CCNC(=O)c1ccc(B(O)O)cc1, COCCOC, [Na+], [Na+], Cl[Pd]Cl, c1ccc(P(c2ccccc2)c2ccccc2)cc1, c1ccc(P(c2ccccc2)c2ccccc2)cc1. Product: CCNC(=O)c1ccc(-c2ccc(OCC3CCN(C(=O)OC(C)C)CC3)cc2)cc1. Reaction SMILES: [Br:15][c:16]1[cH:17][cH:18][c:19]([O:22][CH2:23][CH:24]2[CH2:25][CH2:26][N:27]([C:30](=[O:31])[O:32][CH:33]([CH3:34])[CH3:35])[CH2:28][CH2:29]2)[cH:20][cH:21]1.[C:36](=[O:37])([O-:38])[O-:39].[CH2:1]([CH3:2])[NH:3][C:4](=[O:5])[c:6]1[cH:7][cH:8][c:9]([B:12]([OH:13])[OH:14])[cH:10][cH:11]1.[CH3:83][O:84][CH2:85][CH2:86][O:87][CH3:88].[Na+:40].[Na+:41].[Pd:42]([Cl:43])[Cl:44].[c:45]1([P:46]([c:47]2[cH:48][cH:49][cH:50][cH:51][cH:52]2)[c:53]2[cH:54][cH:55][cH:56][cH:57][cH:58]2)[cH:59][cH:60][cH:61][cH:62][cH:63]1.[c:64]1([P:65]([c:66]2[cH:67][cH:68][cH:69][cH:70][cH:71]2)[c:72]2[cH:73][cH:74][cH:75][cH:76][cH:77]2)[cH:78][cH:79][cH:80][cH:81][cH:82]1>>[CH2:1]([CH3:2])[NH:3][C:4](=[O:5])[c:6]1[cH:7][cH:8][c:9](-[c:16]2[cH:17][cH:18][c:19]([O:22][CH2:23][CH:24]3[CH2:25][CH2:26][N:27]([C:30](=[O:31])[O:32][CH:33]([CH3:34])[CH3:35])[CH2:28][CH2:29]3)[cH:20][cH:21]2)[cH:10][cH:11]1.